This data is from the Open Reaction Database (ORD), a public repository of structured organic reaction records. The task is: describe an organic reaction: reactants, conditions, products, and yield Procedure details: The product from Example 5 (13.8 g) was added in portions to 75 ml of trifluoroacetic acid at room temperature and the resulting solution was stirred for 21 hours. Removal of the trifluoroacetic acid in vacuo gave a light orange oil which crystallized upon addition of diethyl ether. Filtration and air drying yielded 9.18 g of pure 2-[2-(acetyloxy)ethyl]benzenesulfonamide as a white powder, m.p. 116°-117.5° C. RXN SMILES: [C:1]([O:4][CH2:5][CH2:6][C:7]1[CH:12]=[CH:11][CH:10]=[CH:9][C:8]=1[S:13]([NH:16]C(C)(C)C)(=[O:15])=[O:14])(=[O:3])[CH3:2].FC(F)(F)C(O)=O>>[C:1]([O:4][CH2:5][CH2:6][C:7]1[CH:12]=[CH:11][CH:10]=[CH:9][C:8]=1[S:13]([NH2:16])(=[O:14])=[O:15])(=[O:3])[CH3:2]. Run at time 21 hour. Reactants: C(C)(=O)OCCC1=C(C=CC=C1)S(=O)(=O)NC(C)(C)C (2-[2-(acetyloxy)ethyl]-N-(1,1-dimethylethyl)benzenesulfonamide), FC(C(=O)O)(F)F (trifluoroacetic acid). Isolated yield 81.9%. Yields the product C(C)(=O)OCCC1=C(C=CC=C1)S(=O)(=O)N (2-[2-(acetyloxy)ethyl]benzenesulfonamide). Reactants: ClC1=C(C=CC=C1)C=1N=C(NC1)C1CNCCO1 (2-[4-(2-chlorophenyl)-1H-imidazol-2-yl]morpholine), ClC1=NC(=NC(=C1)Cl)N (4,6-dichloro-2-pyrimidinamine), CCN(C(C)C)C(C)C (Hunig's base). The solvent is C(C)O (ethanol). Product: ClC1=NC(=NC(=C1)N1CC(OCC1)C=1NC=C(N1)C1=C(C=CC=C1)Cl)N (4-Chloro-6-{2-[4-(2-chlorophenyl)-1H-imidazol-2-yl]-4-morpholinyl}-2-pyrimidinamine). The yield is 30.7%. As a reaction SMILES: [Cl:1][C:2]1[CH:7]=[CH:6][CH:5]=[CH:4][C:3]=1[C:8]1[N:9]=[C:10]([CH:13]2[O:18][CH2:17][CH2:16][NH:15][CH2:14]2)[NH:11][CH:12]=1.[Cl:19][C:20]1[CH:25]=[C:24](Cl)[N:23]=[C:22]([NH2:27])[N:21]=1.CCN(C(C)C)C(C)C>C(O)C>[Cl:19][C:20]1[CH:25]=[C:24]([N:15]2[CH2:16][CH2:17][O:18][CH:13]([C:10]3[NH:11][CH:12]=[C:8]([C:3]4[CH:4]=[CH:5][CH:6]=[CH:7][C:2]=4[Cl:1])[N:9]=3)[CH2:14]2)[N:23]=[C:22]([NH2:27])[N:21]=1. Procedure: A solution of 2-[4-(2-chlorophenyl)-1H-imidazol-2-yl]morpholine (250 mg, 0.833 mmol), 4,6-dichloro-2-pyrimidinamine (137 mg, 0.833 mmol) and Hunig's base (0.36 mL, 2.08 mmol) in ethanol (80 mL) was heated at 85° C. for 3 hours. The reaction mixture was filtered, and the filtrate was concentrated. The resulting residue was purified by silica gel chromatography using 50% EtOAc in petroleum ether to afford the title compound (100 mg) as a white solid. LC-MS (ES) m/z=391, 393 [M+H]+. The reactants are COC=1C=C(C=CC(=O)OCC)C=CC1OC(C)C=1N=C(OC1C)C1=CC=CC=C1 (ethyl 3-methoxy-4-[1-(5-methyl-2-phenyl-4-oxazolyl)ethoxy]cinnamate), [H-].C(C(C)C)[Al+]CC(C)C (diisobutylaluminum hydride). The product is COC=1C=C(C=CC1OC(C)C=1N=C(OC1C)C1=CC=CC=C1)/C=C/CO ((E)-3-[3-methoxy-4-[1-(5-methyl-2-phenyl-4-oxazolyl)ethoxy]phenyl]-2-propen-1-ol). Reaction SMILES: [CH3:1][O:2][C:3]1[CH:4]=[C:5]([CH:13]=[CH:14][C:15]=1[O:16][CH:17]([C:19]1[N:20]=[C:21]([C:25]2[CH:30]=[CH:29][CH:28]=[CH:27][CH:26]=2)[O:22][C:23]=1[CH3:24])[CH3:18])[CH:6]=[CH:7][C:8](OCC)=[O:9].[H-].C([Al+]CC(C)C)C(C)C>>[CH3:1][O:2][C:3]1[CH:4]=[C:5](/[CH:6]=[CH:7]/[CH2:8][OH:9])[CH:13]=[CH:14][C:15]=1[O:16][CH:17]([C:19]1[N:20]=[C:21]([C:25]2[CH:30]=[CH:29][CH:28]=[CH:27][CH:26]=2)[O:22][C:23]=1[CH3:24])[CH3:18] |f:1.2|. Procedure details: In substantially the same manner as in Reference Example 24, ethyl 3-methoxy-4-[1-(5-methyl-2-phenyl-4-oxazolyl)ethoxy]cinnamate was subjected to reduction reaction with diisobutylaluminum hydride to yield (E)-3-[3-methoxy-4-[1-(5-methyl-2-phenyl-4-oxazolyl)ethoxy]phenyl]-2-propen-1-ol. The reactants are N(=O)[O-].[Na+] (NaNO2), BrC1=CN=C(C(=N1)NCC=1C=C2C=CC=NC2=CC1)N (6-bromo-N2-(quinolin-6-ylmethyl)pyrazine-2,3-diamine), S(O)(O)(=O)=O (sulfuric acid), S(O)(O)(=O)=O (sulfuric acid), N(=O)[O-].[Na+] (NaNO2), [OH-].[Na+] (NaOH), N(=O)[O-].[Na+] (NaNO2), S(O)(O)(=O)=O (sulfuric acid). The solvent is O (H2O), O (H2O), CC(=O)O (AcOH), O (water), O (H2O), O (water), O (H2O), O (water). Conditions: time 1.5 hour. Yields the product BrC1=CN=C2C(=N1)N(N=N2)CC=2C=C1C=CC=NC1=CC2 (6-((6-bromo-1H-[1,2,3]triazolo[4,5-b]pyrazin-1-yl)methyl)quinoline). Yield: 58.6%. Reaction SMILES: [Br:1][C:2]1[N:7]=[C:6]([NH:8][CH2:9][C:10]2[CH:11]=[C:12]3[C:17](=[CH:18][CH:19]=2)[N:16]=[CH:15][CH:14]=[CH:13]3)[C:5]([NH2:20])=[N:4][CH:3]=1.[N:21]([O-])=O.[Na+].S(=O)(=O)(O)O.[OH-].[Na+]>O.CC(O)=O>[Br:1][C:2]1[N:7]=[C:6]2[N:8]([CH2:9][C:10]3[CH:11]=[C:12]4[C:17](=[CH:18][CH:19]=3)[N:16]=[CH:15][CH:14]=[CH:13]4)[N:21]=[N:20][C:5]2=[N:4][CH:3]=1 |f:1.2,4.5|. Procedure: To a 6° C. mixture of 6-bromo-N2-(quinolin-6-ylmethyl)pyrazine-2,3-diamine (16 g, 48 mmol), AcOH (97 mL) and H2O (97 mL) was added NaNO2 (4.0 g, 58 mmol) in H2O (12 mL) dropwise over 15 min. After 1.5 hours, a 1:1 mixture of concentrated sulfuric acid and water (6 mL) was added dropwise. After 1.5 hours, NaNO2 (0.5 g, 7 mmol) in H2O (2 mL) and a 1:1 mixture of concentrated sulfuric acid and water (5 mL) were added. The reaction was allowed to warm to room temperature overnight. The reaction was ... Reactants: CC(C)OC(=O)C1CCC(C(C(=O)OC(C)(C)C)C(C)O)N1Cc1ccccc1, CC(C)OC(=O)C1CCC(C(C(=O)OC(C)(C)C)C(C)O)N1Cc1ccccc1, O=C1CC2CCCN12, CC(C)OC(=O)C1CCC(C(C(=O)OC(C)(C)C)C(C)O)N1Cc1ccccc1. Product: CC(C)OC(=O)C1CCC2C(C(C)O)C(=O)N12. RXN SMILES: [CH2:1]([c:7]1[cH:19][cH:20][cH:21][cH:22][cH:23]1)[N:8]1[CH:9]([C:24](=[O:25])[O:26][CH:27]([CH3:28])[CH3:29])[CH2:10][CH2:11][CH:12]1[CH:13]([CH:14]([CH3:15])[OH:16])[C:17]([O:2][C:3]([CH3:4])([CH3:5])[CH3:6])=[O:18].[CH2:30]([N:31]1[CH:32]([CH:33]([C:34]([O:35][C:36]([CH3:37])([CH3:38])[CH3:39])=[O:40])[CH:41]([OH:42])[CH3:43])[CH2:44][CH2:45][CH:46]1[C:47]([O:48][CH:49]([CH3:50])[CH3:51])=[O:52])[c:53]1[cH:54][cH:55][cH:56][cH:57][cH:58]1.[CH2:59]1[CH:60]2[CH2:61][C:62](=[O:63])[N:64]2[CH2:65][CH2:66]1.[CH2:67]([N:68]1[CH:69]([CH:70]([C:71]([O:72][C:73]([CH3:74])([CH3:75])[CH3:76])=[O:77])[CH:78]([OH:79])[CH3:80])[CH2:81][CH2:82][CH:83]1[C:84]([O:85][CH:86]([CH3:87])[CH3:88])=[O:89])[c:90]1[cH:91][cH:92][cH:93][cH:94][cH:95]1>>[N:8]12[CH:9]([C:24](=[O:25])[O:26][CH:27]([CH3:28])[CH3:29])[CH2:10][CH2:11][CH:12]1[CH:13]([CH:14]([CH3:15])[OH:16])[C:17]2=[O:18]. The reactants are CCCNCCC, CCCn1c(=O)c2c(nc(C=Cc3cc(OC)c(OC)cc3S(=O)(=O)O)n2C)n(CCC)c1=O. Yields the product CCCN(CCC)S(=O)(=O)c1cc(OC)c(OC)cc1C=Cc1nc2c(c(=O)n(CCC)c(=O)n2CCC)n1C. Reaction SMILES: [CH2:35]([CH2:36][CH3:37])[NH:38][CH2:39][CH2:40][CH3:41].[CH3:1][O:2][c:3]1[cH:4][c:5]([S:31](=[O:32])(=[O:33])[OH:34])[c:6]([CH:7]=[CH:8][c:9]2[n:10][c:11]3[n:12]([CH2:24][CH2:25][CH3:26])[c:13](=[O:23])[n:14]([CH2:20][CH2:21][CH3:22])[c:15](=[O:19])[c:16]3[n:17]2[CH3:18])[cH:27][c:28]1[O:29][CH3:30]>>[CH3:1][O:2][c:3]1[cH:4][c:5]([S:31](=[O:32])(=[O:34])[N:38]([CH2:35][CH2:36][CH3:37])[CH2:39][CH2:40][CH3:41])[c:6]([CH:7]=[CH:8][c:9]2[n:10][c:11]3[n:12]([CH2:24][CH2:25][CH3:26])[c:13](=[O:23])[n:14]([CH2:20][CH2:21][CH3:22])[c:15](=[O:19])[c:16]3[n:17]2[CH3:18])[cH:27][c:28]1[O:29][CH3:30]. Reactants: [BH4-].[Na+] (Sodium borohydride), COC1=CC=CC(=N1)CC(=O)OCC (ethyl 2-(6-methoxypyridin-2-yl)acetate). The product is COC1=CC=CC(=N1)CCO (2-(6-Methoxypyridin-2-yl)ethanol). RXN SMILES: [BH4-].[Na+].[CH3:3][O:4][C:5]1[N:10]=[C:9]([CH2:11][C:12](OCC)=[O:13])[CH:8]=[CH:7][CH:6]=1>C(O)C>[CH3:3][O:4][C:5]1[N:10]=[C:9]([CH2:11][CH2:12][OH:13])[CH:8]=[CH:7][CH:6]=1 |f:0.1|. The solvent is C(C)O (ethanol). Reported procedure: Sodium borohydride (1.3 g, 34.8 mmol) was added to a solution of ethyl 2-(6-methoxypyridin-2-yl)acetate (0.68 g, 3.48 mmol) in ethanol (20 mL). The resulting solution was stirred at room temperature over night. The solvent was removed in vacuo. Ethyl acetate and saturated NaHCO3 solution were added. The organic layer was separated and the aqueous layer was extracted with ethyl acetate. The combined organic layers were dried (Na2SO4) and concentrated to give the product. Yield: 0.23 g (44%).